From a dataset of the Open Reaction Database (ORD), a public repository of structured organic reaction records. describe an organic reaction: reactants, conditions, products, and yield The reactants are C(OCC)(=O)Cl (Ethyl chlorocarbonate), Cl.NC=1N(C=CN1)C (2-amino-1-methylimidazole hydrochloride). Solvent: N1=CC=CC=C1 (pyridine). Run at temperature 100 celsius. Product: C(C)OC(=O)NC=1N(C=CN1)C (2-ethoxycarbonylamino-1-methylimidazole). RXN SMILES: [C:1](Cl)(=[O:5])[O:2][CH2:3][CH3:4].Cl.[NH2:8][C:9]1[N:10]([CH3:14])[CH:11]=[CH:12][N:13]=1>N1C=CC=CC=1>[CH2:3]([O:2][C:1]([NH:8][C:9]1[N:10]([CH3:14])[CH:11]=[CH:12][N:13]=1)=[O:5])[CH3:4] |f:1.2|. Procedure details: Ethyl chlorocarbonate (0.6 g) was added to a solution of 2-amino-1-methylimidazole hydrochloride (0.3 g) in pyridine (5 ml), and the mixture was stirred under heating at 100° C. for 2 hours. The solvent was evaporated under reduced pressure, the residue was dissolved in water, and sodium carbonate was added until the solution became alkaline. The solvent was evaporated under reduced pressure, and then the residue was purified by column chromatography on silica gel (eluent: chloroform) to give 2-... Starting materials: C(C)(C)(C)OC(=O)NCC(=S)N[C@@H](CC(=O)OCC1=CC=CC=C1)C(=O)OC(C)(C)C (4-benzyl 1-tert-butyl N-[(1-tert-butoxyformamido)thioacetyl]-L-aspartate), CI (methyl iodide), C([O-])([O-])=O.[K+].[K+] (potassium carbonate). Run in CC(=O)C (acetone). Run at time 8 hour. The product is C(C)(C)(C)OC(=O)NCC(SC)=N[C@@H](CC(=O)OCC1=CC=CC=C1)C(=O)OC(C)(C)C (4-Benzyl 1-tert-butyl N-[2-(1-tert-butoxyformamido)-1-(methylthio)ethylidene]-L-aspartate). RXN SMILES: [C:1]([O:5][C:6]([NH:8][CH2:9][C:10]([NH:12][C@H:13]([C:25]([O:27][C:28]([CH3:31])([CH3:30])[CH3:29])=[O:26])[CH2:14][C:15]([O:17][CH2:18][C:19]1[CH:24]=[CH:23][CH:22]=[CH:21][CH:20]=1)=[O:16])=[S:11])=[O:7])([CH3:4])([CH3:3])[CH3:2].CI.[C:34](=O)([O-])[O-].[K+].[K+]>CC(C)=O>[C:1]([O:5][C:6]([NH:8][CH2:9][C:10](=[N:12][C@H:13]([C:25]([O:27][C:28]([CH3:31])([CH3:30])[CH3:29])=[O:26])[CH2:14][C:15]([O:17][CH2:18][C:19]1[CH:20]=[CH:21][CH:22]=[CH:23][CH:24]=1)=[O:16])[S:11][CH3:34])=[O:7])([CH3:3])([CH3:4])[CH3:2] |f:2.3.4|. Procedure: A mixture of 1.1 g (2.43 mmol) of 4-benzyl 1-tert-butyl N-[(1-tert-butoxyformamido)thioacetyl]-L-aspartate, 1.95 ml of methyl iodide and 0.92 g of potassium carbonate in 50 ml of acetone is stirred at room temperature overnight. Thereafter, the solvent is distilled off under reduced pressure and the residue is taken up in ether. The organic phase is washed with water, dried over sodium sulphate and evaporated. 4-Benzyl 1-tert-butyl N-[2-(1-tert-butoxyformamido)-1-(methylthio)ethylidene]-L-aspart... Yields the product crude product, CC1(C(C2CCC1C2)C2(C(C=C(CC2)C)C)CO)C ([1-(3,3-dimethyl-bicyclo[2.2.1]hept-2-yl)-2,4-dimethyl-cyclohex-3-enyl]-methanol). Procedure details: A 3-L reaction flask equipped with a stirrer, a thermometer, a reflux condenser, a heating mantle, and an addition funnel was charged with Vitride (1112 g, 3.5 mol) and toluene (1 Kg). The resulting mixture was stirred at 21.2° C. The Diels-Alder product containing 1-(3,3-dimethyl-bicyclo[2.2.1]hept-2-yl)-2,4-dimethyl-cyclohex-3-enecarbaldehyde (778.5 g, 2.59 mol, synthesized as above in EXAMPLE XI) was added over about 4 hours. The temperature was allowed to rise to 35° C. The reaction mass was... Solvent: C1(=CC=CC=C1)C (toluene). Run at temperature 21.2 celsius, time 1 hour. Reactants: CC1(C(C2CCC1C2)C2(C(C=C(CC2)C)C)C=O)C (1-(3,3-Dimethyl-bicyclo[2.2.1]hept-2-yl)-2,4-dimethyl-cyclohex-3-enecarbaldehyde), 3-L, COCCO[AlH2-]OCCOC.[Na+] (Vitride). As a reaction SMILES: COCCO[AlH2-]OCCOC.[Na+].[CH3:13][C:14]1([CH3:31])[CH:19]2[CH2:20][CH:16]([CH2:17][CH2:18]2)[CH:15]1[C:21]1([CH:29]=[O:30])[CH2:26][CH2:25][C:24]([CH3:27])=[CH:23][CH:22]1[CH3:28]>C1(C)C=CC=CC=1>[CH3:31][C:14]1([CH3:13])[CH:19]2[CH2:20][CH:16]([CH2:17][CH2:18]2)[CH:15]1[C:21]1([CH2:29][OH:30])[CH2:26][CH2:25][C:24]([CH3:27])=[CH:23][CH:22]1[CH3:28] |f:0.1|. Isolated yield 122.0%. The reactants are ClC=1C=C(C=CC1)N(C(=O)N1[C@H](C[C@@H](CC1)C(=O)OC)C(=O)NCCN(C)CC1=C(C=CC=C1)OC)C1=CC=CC=C1 (trans methyl 1-(N-(3-chlorophenyl)-N-(phenyl)-aminocarbonyl)-2-(RS)-(2-(N-(2-methoxybenzyl) -N-methylamino)ethylaminocarbonyl)piperidine-4-(RS)carboxylate), O (water), aqueous solution, [OH-].[Na+] (sodium hydroxide). Solvent: C1CCOC1 (THF). Yields the product ClC=1C=C(C=CC1)N(C(=O)N1[C@H](C[C@@H](CC1)C(=O)O)C(=O)NCCN(C)CC1=C(C=CC=C1)OC)C1=CC=CC=C1 (Trans 1-(N-(3-chlorophenyl)-N-(phenyl)-aminocarbonyl)-2-(RS)-(2-(N-(2-methoxybenzyl)-N-methylamino)-ethylaminocarbonyl)piperidine-4-(RS)-carboxylic acid). Reaction SMILES: [Cl:1][C:2]1[CH:3]=[C:4]([N:8]([C:37]2[CH:42]=[CH:41][CH:40]=[CH:39][CH:38]=2)[C:9]([N:11]2[CH2:16][CH2:15][C@@H:14]([C:17]([O:19]C)=[O:18])[CH2:13][C@@H:12]2[C:21]([NH:23][CH2:24][CH2:25][N:26]([CH2:28][C:29]2[CH:34]=[CH:33][CH:32]=[CH:31][C:30]=2[O:35][CH3:36])[CH3:27])=[O:22])=[O:10])[CH:5]=[CH:6][CH:7]=1.O.[OH-].[Na+]>C1COCC1>[Cl:1][C:2]1[CH:3]=[C:4]([N:8]([C:37]2[CH:42]=[CH:41][CH:40]=[CH:39][CH:38]=2)[C:9]([N:11]2[CH2:16][CH2:15][C@@H:14]([C:17]([OH:19])=[O:18])[CH2:13][C@@H:12]2[C:21]([NH:23][CH2:24][CH2:25][N:26]([CH2:28][C:29]2[CH:34]=[CH:33][CH:32]=[CH:31][C:30]=2[O:35][CH3:36])[CH3:27])=[O:22])=[O:10])[CH:5]=[CH:6][CH:7]=1 |f:2.3|. Reported procedure: A solution of 0.108 g (0.18 mmole) of trans methyl 1-(N-(3-chlorophenyl)-N-(phenyl)-aminocarbonyl)-2-(RS)-(2-(N-(2-methoxybenzyl) -N-methylamino)ethylaminocarbonyl)piperidine-4-(RS)carboxylate in 2.2 mL of dry THF was treated with 1.5 mL of water and then 0.073 mL of a 2.5N aqueous solution of sodium hydroxide, and the mixture was stirred at room temperature for 15 hr. The mixture was concentrated partly in a vigorous stream of nitrogen and partly in vacuo, and was used as is in further reaction... Reactants: CC(=O)OC(C)=O, CN(CO)N=Nc1ccc2ncnc(Nc3cccc(Cl)c3)c2c1, c1ccncc1. The product is CC(=O)OCN(C)N=Nc1ccc2ncnc(Nc3cccc(Cl)c3)c2c1. As a reaction SMILES: [CH3:25][C:26](=[O:27])[O:28][C:29](=[O:30])[CH3:31].[OH:1][CH2:2][N:3]([N:4]=[N:5][c:6]1[cH:7][c:8]2[c:9]([NH:16][c:17]3[cH:18][c:19]([Cl:23])[cH:20][cH:21][cH:22]3)[n:10][cH:11][n:12][c:13]2[cH:14][cH:15]1)[CH3:24].[cH:32]1[cH:33][cH:34][n:35][cH:36][cH:37]1>>[O:1]([CH2:2][N:3]([N:4]=[N:5][c:6]1[cH:7][c:8]2[c:9]([NH:16][c:17]3[cH:18][c:19]([Cl:23])[cH:20][cH:21][cH:22]3)[n:10][cH:11][n:12][c:13]2[cH:14][cH:15]1)[CH3:24])[C:26]([CH3:25])=[O:27]. Reactants: C(=O)C=C (acrolein), FC1=CC=C(C=C1)C1=CN(C2=CC=CC=C12)C(C)C (3-(4-Fluorophenyl)-1-(1-Methylethyl)-1H-Indole), C(=O)C=C (acrolein), O (water). The solvent is C(C)#N (acetonitrile), C(C)#N (acetonitrile). Conditions: temperature 60 celsius, time 4 hour. Product: FC1=CC=C(C=C1)C1=C(N(C2=CC=CC=C12)C(C)C)C=CC=O (3-[3-(4-Fluorophenyl)-1-(1-Methylethyl)-1H-Indol-2-yl]-2-Propenal). RXN SMILES: [CH:1]([CH:3]=[CH2:4])=[O:2].[F:5][C:6]1[CH:11]=[CH:10][C:9]([C:12]2[C:20]3[C:15](=[CH:16][CH:17]=[CH:18][CH:19]=3)[N:14]([CH:21]([CH3:23])[CH3:22])[CH:13]=2)=[CH:8][CH:7]=1.O>C(#N)C>[F:5][C:6]1[CH:11]=[CH:10][C:9]([C:12]2[C:20]3[C:15](=[CH:16][CH:17]=[CH:18][CH:19]=3)[N:14]([CH:21]([CH3:23])[CH3:22])[C:13]=2[CH:4]=[CH:3][CH:1]=[O:2])=[CH:8][CH:7]=1. Reported procedure: Use of the crude acrolein coming from Example 3a. To a suspension of 3-[3-(4-Fluorophenyl)-1-(1-Methylethyl)-1H-Indole (35.8 g) phosphorus oxychloride (31.4 g) in acetonitrile (35 ml) cooled at 5° C. a solution of crude acrolein (32.3 g from Example 3a) in acetonitrile (40 ml) is added dropwise in 30 minutes. The reaction mixture is then warmed to 60° C. and kept under stirring at 60° C. for 4 hours; water (300 ml) is added and after 1 hour at 60° C. the formed solid is filtered on Buchner and w... Reactants: Cl, O=C(OC(=O)C(F)(F)F)C(F)(F)F, NC(=O)C1CNc2cccc(NC(=O)c3ccc(OCCCCc4ccccc4)cc3)c2O1, c1ccncc1. Yields the product N#CC1CNc2cccc(NC(=O)c3ccc(OCCCCc4ccccc4)cc3)c2O1. RXN SMILES: [ClH:47].[F:34][C:35]([F:36])([F:37])[C:38]([O:39][C:40](=[O:41])[C:42]([F:43])([F:44])[F:45])=[O:46].[c:1]1([CH2:7][CH2:8][CH2:9][CH2:10][O:11][c:12]2[cH:13][cH:14][c:15]([C:16](=[O:17])[NH:18][c:19]3[cH:20][cH:21][cH:22][c:23]4[c:28]3[O:27][CH:26]([C:29](=[O:30])[NH2:31])[CH2:25][NH:24]4)[cH:32][cH:33]2)[cH:2][cH:3][cH:4][cH:5][cH:6]1.[cH:48]1[cH:49][cH:50][n:51][cH:52][cH:53]1>>[c:1]1([CH2:7][CH2:8][CH2:9][CH2:10][O:11][c:12]2[cH:13][cH:14][c:15]([C:16](=[O:17])[NH:18][c:19]3[cH:20][cH:21][cH:22][c:23]4[c:28]3[O:27][CH:26]([C:29]#[N:31])[CH2:25][NH:24]4)[cH:32][cH:33]2)[cH:2][cH:3][cH:4][cH:5][cH:6]1. The reactants are ClC1=C(C=CC=C1)NC(=O)C1=NC=CN=C1NC(C)=O (3-acetamidopyrazine-2-carboxylic acid 2-chlorophenylamide), C1(=CC=CC=C1)P(C1=CC=CC=C1)C1=CC=CC=C1 (triphenylphosphine), N(=NC(=O)OCC)C(=O)OCC (diethyl azodicarboxylate). The reagents and catalysts are CN(C1=CC=NC=C1)C (4-dimethylaminopyridine). Solvent: O1CCOCC1 (dioxane). Yields the product CC1=NC2=NC=CN=C2C(N1C1=C(C=CC=C1)Cl)=O (2-Methyl-3-(2-chloro-phenyl)-3H-pteridin-4-one). RXN SMILES: [Cl:1][C:2]1[CH:7]=[CH:6][CH:5]=[CH:4][C:3]=1[NH:8][C:9]([C:11]1[C:16]([NH:17][C:18](=O)[CH3:19])=[N:15][CH:14]=[CH:13][N:12]=1)=[O:10].C1(P(C2C=CC=CC=2)C2C=CC=CC=2)C=CC=CC=1.N(C(OCC)=O)=NC(OCC)=O>CN(C)C1C=CN=CC=1.O1CCOCC1>[CH3:19][C:18]1[N:8]([C:3]2[CH:4]=[CH:5][CH:6]=[CH:7][C:2]=2[Cl:1])[C:9](=[O:10])[C:11]2[C:16](=[N:15][CH:14]=[CH:13][N:12]=2)[N:17]=1. Procedure: To a mixture of 3-acetamidopyrazine-2-carboxylic acid 2-chlorophenylamide (0.816 g, 2.81 mmol), triphenylphosphine (2.21 g, 8.43 mmol), and 4-dimethylaminopyridine (0.034 g, 0.28 mmol) in dioxane (35 mL) was added diethyl azodicarboxylate (1.33 mL, 8.43 mmol), dropwise via syringe. The reaction was refluxed overnight, cooled to ambient temperature and concentrated. The residue was partitioned between methylene chloride and water. The phases were separated and the organic layer was washed with br... Starting materials: C1COCCOCCOCCOCCOCCO1 (18-crown-6), N1=CC=CC2=CC=CC=C12 (quinoline), [F-].[K+] (KF), S1C(=CC=C1)C(C(=O)C=1SC=CC1)=O (1,2-di(thiophen-2-yl)ethane-1,2-dione), FC(S(=O)(=O)OC1=C(C=CC=C1)[Si](C)(C)C)(F)F (2-(trimethylsilyl)phenyl trifluoromethanesulfonate), Pet. ether EtOAc. Solvent: C1CCOC1 (THF). Product: S1C(=CC=C1)C(=O)C1(C2=C(N3C(C=CC4=CC=CC=C34)O1)C=CC=C2)C=2SC=CC2 (thiophen-2-yl(5-(thiophen-2-yl)-5H,6aH-benzo[4,5][1,3]oxazino[3,2-a]quinolin-5-yl)methanone). Isolated yield 56.0%. RXN SMILES: [N:1]1[C:10]2[C:5](=[CH:6][CH:7]=[CH:8][CH:9]=2)[CH:4]=[CH:3][CH:2]=1.[S:11]1[CH:15]=[CH:14][CH:13]=[C:12]1[C:16](=[O:24])[C:17]([C:19]1[S:20][CH:21]=[CH:22][CH:23]=1)=[O:18].FC(F)(F)S(O[C:31]1[CH:36]=[CH:35][CH:34]=[CH:33][C:32]=1[Si](C)(C)C)(=O)=O.[F-].[K+].C1OCCOCCOCCOCCOCCOC1>C1COCC1>[S:11]1[CH:15]=[CH:14][CH:13]=[C:12]1[C:16]([C:17]1([C:19]2[S:20][CH:21]=[CH:22][CH:23]=2)[O:18][CH:2]2[CH:3]=[CH:4][C:5]3[C:10]([N:1]2[C:32]2[CH:33]=[CH:34][CH:35]=[CH:36][C:31]1=2)=[CH:9][CH:8]=[CH:7][CH:6]=3)=[O:24] |f:3.4|. Procedure: Following the general procedure, treatment of quinoline (0.064 g, 59 μL, 0.50 mmol) and 1,2-di(thiophen-2-yl)ethane-1,2-dione (0.166 g, 0.75 mmol) with 2-(trimethylsilyl)phenyl trifluoromethanesulfonate (0.179 g, 146 μL, 0.60 mmol) in the presence of KF (0.070 g, 1.2 mmol) and 18-crown-6 (0.317 g, 1.2 mmol) in THF (2.0 mL) at −10° C. to room temperature for 12 hrs followed by flash column chromatography (Pet. ether/EtOAc=95/05) of the crude reaction mixture afforded thiophen-2-yl(5-(thiophen-2-y... Starting materials: ClC1=CC(=C(C=C1)O)C(C1=CC=CC=C1)=O (p-chlorobenzoylphenol), Cl.C(C1=CN=CC=C1)(=O)Cl (nicotinic acid chloride hydrochloride), N1=CC=CC=C1 (pyridine). The solvent is O (water). Reaction conditions: temperature 40 celsius, time 24 hour. The product is C(C1=CN=CC=C1)(=O)OC1=C(C=C(C=C1)Cl)C(C1=CC=CC=C1)=O (p-chlorobenzoylphenyl nicotinate). Reaction SMILES: [Cl:1][C:2]1[CH:7]=[CH:6][C:5]([OH:8])=[C:4]([C:9](=[O:16])[C:10]2[CH:15]=[CH:14][CH:13]=[CH:12][CH:11]=2)[CH:3]=1.Cl.[C:18](Cl)(=[O:25])[C:19]1[CH:24]=[CH:23][CH:22]=[N:21][CH:20]=1.N1C=CC=CC=1>O>[C:18]([O:8][C:5]1[CH:6]=[CH:7][C:2]([Cl:1])=[CH:3][C:4]=1[C:9](=[O:16])[C:10]1[CH:15]=[CH:14][CH:13]=[CH:12][CH:11]=1)(=[O:25])[C:19]1[CH:24]=[CH:23][CH:22]=[N:21][CH:20]=1 |f:1.2|. Procedure details: 15 g (64,5 mmol) of p-chlorobenzoylphenol and 12 g (68 mmol) of nicotinic acid chloride hydrochloride was mixed with 200 ml dry pyridine and stirred for 24 hours at 40° C. After cooling 200 ml water were added and the precipitated product washed twice with 80 ml of water and recrystallized from methanol.